From a dataset of the Open Reaction Database (ORD), a public repository of structured organic reaction records. describe an organic reaction: reactants, conditions, products, and yield Starting materials: C(Cl)(Cl)Cl (CHCl3), C(CCC)N(CCCC)CCCC (Tributylamine), C=CCCCCC (1-heptene), IC=1C(NC(N([C@H]2C[C@H](O)[C@@H](CO)O2)C1)=O)=O (5-iodo-2′-deoxyuridine). Reagents/catalysts: C(C)(=O)[O-].[Pd+2].C(C)(=O)[O-] (palladium acetate). Solvent: CO (MeOH), CN(C)C=O (DMF), O1CCOCC1 (dioxane). Run at time 20 minute. Product: CCCCC=CC.[C@@H]1(C[C@H](O)[C@@H](CO)O1)N1C(=O)NC(=O)C=C1 (5-heptene 2′-deoxyuridine). Yield: 97.0%. RXN SMILES: I[C:2]1[C:3](=[O:17])[NH:4][C:5](=[O:16])[N:6]([CH:15]=1)[C@@H:7]1[O:14][C@H:11]([CH2:12][OH:13])[C@@H:9]([OH:10])[CH2:8]1.C(N(CCCC)CCCC)CCC.[CH2:31]=[CH:32][CH2:33][CH2:34][CH2:35][CH2:36][CH3:37].C(Cl)(Cl)Cl>CN(C=O)C.O1CCOCC1.C([O-])(=O)C.[Pd+2].C([O-])(=O)C.CO>[CH3:37][CH2:36][CH2:35][CH2:34][CH:33]=[CH:32][CH3:31].[C@@H:7]1([N:6]2[CH:15]=[CH:2][C:3](=[O:17])[NH:4][C:5]2=[O:16])[O:14][C@H:11]([CH2:12][OH:13])[C@@H:9]([OH:10])[CH2:8]1 |f:6.7.8,10.11|. Reported procedure: 5-iodo-2′-deoxyuridine (1) (500 mg, 1.41 mmol) was dissolved in DMF (2.5 ml) and dioxane (2.5 ml), and palladium acetate (31 mg, 0.14 mmol) was added thereto to obtain a suspension. Tributylamine (340 μl, 1.41 mmol) and 1-heptene (5 ml, 3.53 mmol) were further added, and the reaction was carried out at 100° C. for 20 minutes by heating by microwaves. After confirming at least 90% decrease in the reaction materials by TLC (CHCl3:MeOH=9:1), the obtained sample was purified by using a silica gel co... Starting materials: CC1=C2C(=CNC2=CC(=C1)C)CN(C)C ([(4,6-Dimethyl-1H-indol-3-yl)methyl]dimethylamine), [C-]#N.[K+] (potassium cyanide). The solvent is CN(C)C=O (DMF), O (H2O). Product: CC1=C2C(=CNC2=CC(=C1)C)CC#N ((4,6-Dimethyl-1H-indol-3-yl)acetonitrile). As a reaction SMILES: [CH3:1][C:2]1[CH:10]=[C:9]([CH3:11])[CH:8]=[C:7]2[C:3]=1[C:4]([CH2:12]N(C)C)=[CH:5][NH:6]2.[C-:16]#[N:17].[K+]>CN(C=O)C.O>[CH3:1][C:2]1[CH:10]=[C:9]([CH3:11])[CH:8]=[C:7]2[C:3]=1[C:4]([CH2:12][C:16]#[N:17])=[CH:5][NH:6]2 |f:1.2|. Procedure: A solution of [(4,6-dimethyl-1H-indol-3-yl)methyl]dimethylamine from Step A (98.0 mg, 0.484 mmol) and potassium cyanide (315 mg, 4.84 mmol) in DMF (2 mL) and H2O (2 mL) was heated at 100° C. for 2 h. The reaction mixture was partitioned between EtOAc (20 mL) and saturated NaCl (10 mL). The layers were separated and the organic layer was dried over Na2SO4, filtered, and concentrated in vacuo. Purification of the crude product by silica gel chromatography, eluting with a gradient of CH2Cl2:MeOH-10... Reactants: Cc1ccc(O)cc1, CS(C)=O, CC(C)(C)[O-], [Cu], O=C(O)c1ccc(I)cc1, [K+]. Yields the product Cc1ccc(Oc2ccc(C(=O)O)cc2)cc1. As a reaction SMILES: [CH3:1][c:2]1[cH:3][cH:4][c:5]([OH:8])[cH:6][cH:7]1.[CH3:25][S:26]([CH3:27])=[O:28].[CH3:9][C:10]([CH3:11])([O-:12])[CH3:13].[Cu:29].[I:15][c:16]1[cH:17][cH:18][c:19]([C:20](=[O:21])[OH:22])[cH:23][cH:24]1.[K+:14]>>[CH3:1][c:2]1[cH:3][cH:4][c:5]([O:8][c:16]2[cH:17][cH:18][c:19]([C:20](=[O:21])[OH:22])[cH:23][cH:24]2)[cH:6][cH:7]1. Reactants: C1(=C(C(=C(C(=C1F)F)F)N)F)N.Cl.Cl (dihydrochloride), 11-chloro-3-phenoxycarboxyl-1,2,4,5-tetrahydro-3H-azepino[4,5-b]quinoline, ClC1=C2C(=NC=3C=CC=CC13)CCN(CC2)C(=O)OCC (11-chloro-3-ethoxycarbonyl-1,2,4,5-tetrahydro-3H-azepino[4,5-b]quinoline), Cl (hydrochloric acid). Product: Cl.Cl.ClC1=C2C(=NC=3C=CC=CC13)CCNCC2 (11-Chloro-1,2,4,5-tetrahydro-3H-azepino[4,5-b]quinoline dihydrochloride). RXN SMILES: [Cl:1][C:2]1[C:11]2[CH:10]=[CH:9][CH:8]=[CH:7][C:6]=2[N:5]=[C:4]2[CH2:12][CH2:13][N:14](C(OCC)=O)[CH2:15][CH2:16][C:3]=12.[ClH:22].C1(N)C(F)=C(F)C(F)=C(N)C=1F.Cl.Cl>>[ClH:1].[ClH:22].[Cl:1][C:2]1[C:11]2[CH:10]=[CH:9][CH:8]=[CH:7][C:6]=2[N:5]=[C:4]2[CH2:12][CH2:13][NH:14][CH2:15][CH2:16][C:3]=12 |f:2.3.4,5.6.7|. Procedure: 11-Chloro-1,2,4,5-tetrahydro-3H-azepino[4,5-b]quinoline dihydrochloride was prepared by hydrolysis of 11-chloro-3-phenoxycarboxyl-1,2,4,5-tetrahydro-3H-azepino[4,5-b]quinoline or 11-chloro-3-ethoxycarbonyl-1,2,4,5-tetrahydro-3H-azepino[4,5-b]quinoline with concentrated hydrochloric acid. Yield of the dihydrochloride: 69% of theory; m.p. 261° C. (decomp.).